From a dataset of the Open Reaction Database (ORD), a public repository of structured organic reaction records. describe an organic reaction: reactants, conditions, products, and yield Reactants: C(C1=CC=CC=C1)OC=1C=2N(C=CC1)C(=CN2)C2=NC(=NC=C2)Cl (8-benzyloxy-3-(2-chloropyrimidin-4-yl)-imidazo[1,2-a]pyridine), NC1CCC(CC1)NS(=O)(=O)C (N-(4-amino-cyclohexyl)-methanesulfonamide), TEA. Solvent: CN1CCCC1=O (NMP), O (water). Conditions: temperature 100 celsius, time 8 hour. Product: C(C1=CC=CC=C1)OC=1C=2N(C=CC1)C(=CN2)C2=NC(=NC=C2)NC2CCC(CC2)NS(=O)(=O)C (N-{4-[4-(8-benzyloxy-imidazo[1,2-a]pyridin-3-yl)-pyrimidin-2-ylamino]-cyclohexyl}-methanesulfonamide). The yield is 9.6%. RXN SMILES: [CH2:1]([O:8][C:9]1[C:10]2[N:11]([C:15]([C:18]3[CH:23]=[CH:22][N:21]=[C:20](Cl)[N:19]=3)=[CH:16][N:17]=2)[CH:12]=[CH:13][CH:14]=1)[C:2]1[CH:7]=[CH:6][CH:5]=[CH:4][CH:3]=1.[NH2:25][CH:26]1[CH2:31][CH2:30][CH:29]([NH:32][S:33]([CH3:36])(=[O:35])=[O:34])[CH2:28][CH2:27]1>CN1C(=O)CCC1.O>[CH2:1]([O:8][C:9]1[C:10]2[N:11]([C:15]([C:18]3[CH:23]=[CH:22][N:21]=[C:20]([NH:25][CH:26]4[CH2:31][CH2:30][CH:29]([NH:32][S:33]([CH3:36])(=[O:35])=[O:34])[CH2:28][CH2:27]4)[N:19]=3)=[CH:16][N:17]=2)[CH:12]=[CH:13][CH:14]=1)[C:2]1[CH:7]=[CH:6][CH:5]=[CH:4][CH:3]=1. Procedure: A mixture of 8-benzyloxy-3-(2-chloropyrimidin-4-yl)-imidazo[1,2-a]pyridine (0.1 g), N-(4-amino-cyclohexyl)-methanesulfonamide (0.2 g), and TEA (0.21 mL) in NMP (2 mL) was stirred at 100° C. overnight. The reaction mixture was cooled to RT, diluted with water, and the resulting solid filtered, washed with water, and dried. The product was purified by ISCO 2× using 100% DCM to 15% MeOH/DCM. Pure fractions were collected, concentrated, and titurated with EtOAc. The resulting solid was filtered and ... Reactants: COc1ccc(CCCBr)cc1OC, O=C([O-])[O-], CCCc1c(O)ccc(C(=O)OC)c1O, CC(C)=O, [I-], [K+], [K+], [K+]. Yields the product CCCc1c(OCCCc2ccc(OC)c(OC)c2)ccc(C(=O)OC)c1O. Reaction SMILES: [Br:1][CH2:2][CH2:3][CH2:4][c:5]1[cH:6][c:7]([O:13][CH3:14])[c:8]([O:11][CH3:12])[cH:9][cH:10]1.[C:30](=[O:31])([O-:32])[O-:33].[CH3:15][O:16][C:17]([c:18]1[c:19]([OH:28])[c:20]([CH2:25][CH2:26][CH3:27])[c:21]([OH:24])[cH:22][cH:23]1)=[O:29].[CH3:38][C:39](=[O:40])[CH3:41].[I-:37].[K+:34].[K+:35].[K+:36]>>[CH2:2]([CH2:3][CH2:4][c:5]1[cH:6][c:7]([O:13][CH3:14])[c:8]([O:11][CH3:12])[cH:9][cH:10]1)[O:24][c:21]1[c:20]([CH2:25][CH2:26][CH3:27])[c:19]([OH:28])[c:18]([C:17]([O:16][CH3:15])=[O:29])[cH:23][cH:22]1.